From a dataset of the Open Reaction Database (ORD), a public repository of structured organic reaction records. describe an organic reaction: reactants, conditions, products, and yield The reagents and catalysts are [Cu]I (Copper(I) iodide). Reactants: N1=C(C=CC=C1)C(=O)O (picolinic acid), NC1=NC=CC=C1C1=CC=C(C=C1)O (4-(2-aminopyridin-3-yl)phenol), P(=O)([O-])([O-])[O-].[K+].[K+].[K+] (tripotassium phosphate), BrC1=CC(=C(C=C1)C)C (4-bromo-1,2-dimethylbenzene). Isolated yield 18.5%. Procedure details: Copper(I) iodide (102 mg) was added to a mixture of picolinic acid (66.1 mg), 4-(2-aminopyridin-3-yl)phenol (500 mg), tripotassium phosphate (1710 mg), 4-bromo-1,2-dimethylbenzene (596 mg) and DMSO (8 mL). The mixture was stirred at 130° C. under nitrogen for 3 hr and at 110° C. under nitrogen overnight. Activated carbon was added and the insoluble solid was removed by filtration through NH-silica gel/Celite pad (eluted with EtOAc). Water and EtOAc were added and the extracted organic layer was ... The product is CC=1C=C(OC2=CC=C(C=C2)C=2C(=NC=CC2)N)C=CC1C (3-(4-(3,4-dimethylphenoxy)phenyl)pyridin-2-amine). Conditions: temperature 110 celsius, time 8 hour. RXN SMILES: N1C=CC=CC=1C(O)=O.[NH2:10][C:11]1[C:16]([C:17]2[CH:22]=[CH:21][C:20]([OH:23])=[CH:19][CH:18]=2)=[CH:15][CH:14]=[CH:13][N:12]=1.P([O-])([O-])([O-])=O.[K+].[K+].[K+].Br[C:33]1[CH:38]=[CH:37][C:36]([CH3:39])=[C:35]([CH3:40])[CH:34]=1>[Cu]I.CS(C)=O>[CH3:40][C:35]1[CH:34]=[C:33]([CH:38]=[CH:37][C:36]=1[CH3:39])[O:23][C:20]1[CH:21]=[CH:22][C:17]([C:16]2[C:11]([NH2:10])=[N:12][CH:13]=[CH:14][CH:15]=2)=[CH:18][CH:19]=1 |f:2.3.4.5|. Solvent: CS(=O)C (DMSO). The reactants are C1(=CC=CC=C1)C(N1CCNCC1)C1=CC=CC=C1 (N-diphenylmethylpiperazine), C1(=CC=CC=C1)C1=C(C=NO1)CCC(=O)O (3-(5-phenyl-4-isoxazolyl)propionic acid), O.ON1N=NC2=C1C=CC=C2 (1-hydroxy-1H-1,2,3-benzotriazole hydrate), Cl.C(C)N=C=NCCCN(C)C (1-ethyl-3-(3-dimethylaminopropyl)carbodiimide hydrochloride). Run in CN(C=O)C (N,N-dimethylformamide), O (water). Reaction conditions: time 8 hour. Product: C1(=CC=CC=C1)C(N1CCN(CC1)C(CCC=1C=NOC1C1=CC=CC=C1)=O)C1=CC=CC=C1 (N-diphenylmethyl-N′-[3-(5-phenyl-4-isoxazolyl)propionyl]piperazine). Yield: 92.8%. Reaction SMILES: [C:1]1([CH:7]([C:14]2[CH:19]=[CH:18][CH:17]=[CH:16][CH:15]=2)[N:8]2[CH2:13][CH2:12][NH:11][CH2:10][CH2:9]2)[CH:6]=[CH:5][CH:4]=[CH:3][CH:2]=1.[C:20]1([C:26]2[O:30][N:29]=[CH:28][C:27]=2[CH2:31][CH2:32][C:33](O)=[O:34])[CH:25]=[CH:24][CH:23]=[CH:22][CH:21]=1.O.ON1C2C=CC=CC=2N=N1.Cl.C(N=C=NCCCN(C)C)C>O.CN(C)C=O>[C:14]1([CH:7]([C:1]2[CH:2]=[CH:3][CH:4]=[CH:5][CH:6]=2)[N:8]2[CH2:9][CH2:10][N:11]([C:33](=[O:34])[CH2:32][CH2:31][C:27]3[CH:28]=[N:29][O:30][C:26]=3[C:20]3[CH:21]=[CH:22][CH:23]=[CH:24][CH:25]=3)[CH2:12][CH2:13]2)[CH:19]=[CH:18][CH:17]=[CH:16][CH:15]=1 |f:2.3,4.5|. Procedure: A mixture of N-diphenylmethylpiperazine (0.85 g), 3-(5-phenyl-4-isoxazolyl)propionic acid (0.70 g), 1-hydroxy-1H-1,2,3-benzotriazole hydrate (0.55 g), 1-ethyl-3-(3-dimethylaminopropyl)carbodiimide hydrochloride (0.69 g) and N,N-dimethylformamide (15 ml) was stirred at room temperature overnight. The reaction mixture was poured into water and the mixture was extracted with ethyl acetate. The ethyl acetate layer was washed with dilute hydrochloric acid, saturated aqueous sodium hydrogencarbonate a... Reactants: C(C)(C)C=1C=C(C=CC1)[C@H](C)NC(=O)C=1C=C2C(=C(N(C2=CC1)CC1=CC=C(C=C1)C=1C(=CC=CC1)C(=O)O)C)C ((S)-4′-((5-((1-(3-isopropylphenyl)ethyl)carbamoyl)-2,3-dimethyl-1H-indol-1-yl)methyl)-[1,1′-biphenyl]-2-carboxylic acid), CS(=O)(=O)N (methanesulfonamide), CCN=C=NCCCN(C)C (EDAC). The reagents and catalysts are CN(C)C=1C=CN=CC1 (DMAP). The solvent is CN(C)C=O (DMF). Conditions: time 15 hour. Yields the product C(C)(C)C=1C=C(C=CC1)[C@H](C)NC(=O)C=1C=C2C(=C(N(C2=CC1)CC1=CC=C(C=C1)C1=C(C=CC=C1)C(NS(=O)(=O)C)=O)C)C ((S)—N-(1-(3-Isopropylphenyl)ethyl)-2,3-dimethyl-1-((2′-((methylsulfonyl)carbamoyl)-[1,1′-biphenyl]-4-yl)methyl)-1H-indole-5-carboxamide). RXN SMILES: [CH:1]([C:4]1[CH:5]=[C:6]([C@@H:10]([NH:12][C:13]([C:15]2[CH:16]=[C:17]3[C:21](=[CH:22][CH:23]=2)[N:20]([CH2:24][C:25]2[CH:30]=[CH:29][C:28]([C:31]4[C:32]([C:37](O)=[O:38])=[CH:33][CH:34]=[CH:35][CH:36]=4)=[CH:27][CH:26]=2)[C:19]([CH3:40])=[C:18]3[CH3:41])=[O:14])[CH3:11])[CH:7]=[CH:8][CH:9]=1)([CH3:3])[CH3:2].[CH3:42][S:43]([NH2:46])(=[O:45])=[O:44].CCN=C=NCCCN(C)C>CN(C1C=CN=CC=1)C.CN(C=O)C>[CH:1]([C:4]1[CH:5]=[C:6]([C@@H:10]([NH:12][C:13]([C:15]2[CH:16]=[C:17]3[C:21](=[CH:22][CH:23]=2)[N:20]([CH2:24][C:25]2[CH:26]=[CH:27][C:28]([C:31]4[CH:36]=[CH:35][CH:34]=[CH:33][C:32]=4[C:37](=[O:38])[NH:46][S:43]([CH3:42])(=[O:45])=[O:44])=[CH:29][CH:30]=2)[C:19]([CH3:40])=[C:18]3[CH3:41])=[O:14])[CH3:11])[CH:7]=[CH:8][CH:9]=1)([CH3:3])[CH3:2]. Procedure details: The mixture of (S)-4′-((5-((1-(3-isopropylphenyl)ethyl)carbamoyl)-2,3-dimethyl-1H-indol-1-yl)methyl)-[1,1′-biphenyl]-2-carboxylic acid (30 mg, 0.055 mmol), methanesulfonamide (15 mg, 0.16 mmol), EDAC (25 mg, 0.13 mmol) and DMAP (26 mg, 0.21 mmol) in DMF (3 mL) was stirred at rt for 15 h. The solvent was removed and the residue was purified by reverse phase prep-HPLC (MeOH/Acetonitrile/water) to obtain the title compound. ESI-MS (m/z): 622 [M+H]+. The reactants are BrC=1C=NC=C(CCl)C1 (5-bromonicotinyl chloride), C(C)OC(CN)=O (glycine ethylester), C(C)(C)N(CC)C(C)C (diisopropyl ethyl amine), C1CCOC1 (THF). Solvent: CCOC(=O)C (EtOAc). Reaction conditions: time 16 hour. Yields the product BrC=1C=NC=C(C(=O)NCC(=O)OCC)C1 (ethyl 2-(5-bromonicotinamido)acetate). The yield is 33.0%. RXN SMILES: [Br:1][C:2]1[CH:3]=[N:4][CH:5]=[C:6]([CH:9]=1)[CH2:7]Cl.[CH2:10]([O:12][C:13](=[O:16])[CH2:14][NH2:15])[CH3:11].C(N(C(C)C)CC)(C)C.C1C[O:29]CC1>CCOC(C)=O>[Br:1][C:2]1[CH:3]=[N:4][CH:5]=[C:6]([CH:9]=1)[C:7]([NH:15][CH2:14][C:13]([O:12][CH2:10][CH3:11])=[O:16])=[O:29]. Procedure: A solution of 5-bromonicotinic acid (4 g, 0.02 mol) in thionyl chloride (25 mL) was heated under reflux for 4 h. The excess thionyl chloride was removed under reduced pressure to provide 5-bromonicotinyl chloride which was used without further purification. To 5-bromonicotinyl chloride (3.5 g, 13.6 mmol) was added glycine ethylester (2.1 g, 20.3 mmol) and diisopropyl ethyl amine (2.6 g, 20.1 mmol) in THF (70 mL) and the reaction mixture stirred at RT for 16 h. The reaction mixture was diluted wi... The reactants are [Br-], O=Cc1cc2cc(N(Cc3ccccc3)Cc3ccccc3)ncc2[nH]1, C[Mg+], CCOCC, [Cl-], [NH4+], C1CCOC1. Yields the product CC(O)c1cc2cc(N(Cc3ccccc3)Cc3ccccc3)ncc2[nH]1. Reaction SMILES: [Br-:27].[CH2:1]([c:2]1[cH:3][cH:4][cH:5][cH:6][cH:7]1)[N:8]([c:9]1[cH:10][c:11]2[c:12]([cH:13][n:14]1)[nH:15][c:16]([CH:18]=[O:19])[cH:17]2)[CH2:20][c:21]1[cH:22][cH:23][cH:24][cH:25][cH:26]1.[CH3:28][Mg+:29].[CH3:30][CH2:31][O:32][CH2:33][CH3:34].[Cl-:35].[NH4+:36].[O:37]1[CH2:38][CH2:39][CH2:40][CH2:41]1>>[CH2:1]([c:2]1[cH:3][cH:4][cH:5][cH:6][cH:7]1)[N:8]([c:9]1[cH:10][c:11]2[c:12]([cH:13][n:14]1)[nH:15][c:16]([CH:18]([OH:19])[CH3:30])[cH:17]2)[CH2:20][c:21]1[cH:22][cH:23][cH:24][cH:25][cH:26]1. Reactants: C(C)OC(=O)[C@H]1O[C@@H]1C(N[C@H](C(=O)NCC=1N=NN(C1)C1=CC=C(C=C1)Br)CC=1N=CSC1)=O ((2S,3S)-ethyl-3-((S)-1-((1-(4-bromophenyl)-1H-1,2,3-triazol-4-yl)methylamino)-1-oxo-3-(thiazol-4-yl)propan-2-ylcarbamoyl)oxirane-2-carboxylate), [Li+].[OH-] (LiOH). The product is BrC1=CC=C(C=C1)N1N=NC(=C1)CNC([C@H](CC=1N=CSC1)NC(=O)[C@@H]1[C@H](O1)C(=O)O)=O ((2S,3S)-3-((S)-1-((1-(4-bromophenyl)-1H-1,2,3-triazol-4-yl)methylamino)-1-oxo-3-(thiazol-4-yl)propan-2-ylcarbamoyl)oxirane-2-carboxylic acid). The yield is 86.3%. RXN SMILES: C([O:3][C:4]([C@@H:6]1[C@@H:8]([C:9](=[O:34])[NH:10][C@@H:11]([CH2:28][C:29]2[N:30]=[CH:31][S:32][CH:33]=2)[C:12]([NH:14][CH2:15][C:16]2[N:17]=[N:18][N:19]([C:21]3[CH:26]=[CH:25][C:24]([Br:27])=[CH:23][CH:22]=3)[CH:20]=2)=[O:13])[O:7]1)=[O:5])C.[Li+].[OH-]>>[Br:27][C:24]1[CH:23]=[CH:22][C:21]([N:19]2[CH:20]=[C:16]([CH2:15][NH:14][C:12](=[O:13])[C@@H:11]([NH:10][C:9]([C@H:8]3[O:7][C@@H:6]3[C:4]([OH:5])=[O:3])=[O:34])[CH2:28][C:29]3[N:30]=[CH:31][S:32][CH:33]=3)[N:17]=[N:18]2)=[CH:26][CH:25]=1 |f:1.2|. Reported procedure: Followed general procedure using: the corresponding peptidomimetic epoxide ethyl ester 44 (25 mg, 0.04 mmol); LiOH (1.1 mg, 0.04 mmol); after extraction afforded the desired product as a white solid (18 mg, 75.9%). 1H NMR (DMSO-d6, 400 MHz): δ 8.99-8.98 (d, 1H, J=1.87 Hz); 8.74-8.71 (t, 1H); 8.58-8.56 (d, 1H, J=8.27 Hz); 8.54 (s, 1H); 7.86-7.79 (q, 4H); 7.34-7.33 (d, 1H, J=1.75 Hz); 4.70-4.65 (q, 1H); 4.40-4.38 (d, 2H, J=5.59 Hz); 3.60-3.59 (d, 1H, J=1.77 Hz); 3.38-3.37 (d, 1H, J=1.77 Hz); 3.28-... The reactants are C=CC1=CC=CC=C1.C1=CC(=C[N+](=C1)[C@H]2[C@@H]([C@@H]([C@H](O2)COP(=O)([O-])OP(=O)(O)OC[C@@H]3[C@H]([C@H]([C@@H](O3)N4C=NC5=C4N=CN=C5N)O)O)O)O)C(=O)N.C(=C)C=1NC=CN1.C1=CC(=C[N+](=C1)[C@H]2[C@@H]([C@@H]([C@H](O2)COP(=O)([O-])OP(=O)(O)OC[C@@H]3[C@H]([C@H]([C@@H](O3)N4C=NC5=C4N=CN=C5N)O)O)O)O)C(=O)N.[Cl-].C(=C)[N+]1=CN(C=C1)CC1=CC=CC=C1 (Styrene co-1 vinylimidazole co-1 vinyl-3-benzylimidazolium Chloride), ClCCO (2-chloroethanol). The solvent is CN(C)C=O (DMF). Reaction conditions: temperature 100 celsius. The product is C=CC1=CC=CC=C1.C1=CC(=C[N+](=C1)[C@H]2[C@@H]([C@@H]([C@H](O2)COP(=O)([O-])OP(=O)(O)OC[C@@H]3[C@H]([C@H]([C@@H](O3)N4C=NC5=C4N=CN=C5N)O)O)O)O)C(=O)N.C(=C)C=1NC=CN1.C1=CC(=C[N+](=C1)[C@H]2[C@@H]([C@@H]([C@H](O2)COP(=O)([O-])OP(=O)(O)OC[C@@H]3[C@H]([C@H]([C@@H](O3)N4C=NC5=C4N=CN=C5N)O)O)O)O)C(=O)N.[Cl-].C(=C)[N+]1=CN(C=C1)CC1=CC=CC=C1.C1=CC(=C[N+](=C1)[C@H]2[C@@H]([C@@H]([C@H](O2)COP(=O)([O-])OP(=O)(O)OC[C@@H]3[C@H]([C@H]([C@@H](O3)N4C=NC5=C4N=CN=C5N)O)O)O)O)C(=O)N.[Cl-].C(=C)[N+]1=CN(C=C1)CCO (Styrene co-1 vinylimidazole co-1 vinyl-3-benzylimidazolium Chloride co-1 vinyl-3-hydroxyethylimidazolium Chloride). As a reaction SMILES: [CH2:1]=[CH:2][C:3]1[CH:8]=[CH:7][CH:6]=[CH:5][CH:4]=1.[CH:9]1[CH:14]=[N+:13]([C@@H:15]2[O:19][C@H:18]([CH2:20][O:21][P:22]([O:25][P:26]([O:29][CH2:30][C@H:31]3[O:35][C@@H:34]([N:36]4[C:40]5[N:41]=[CH:42][N:43]=[C:44]([NH2:45])[C:39]=5[N:38]=[CH:37]4)[C@H:33]([OH:46])[C@@H:32]3[OH:47])([OH:28])=[O:27])([O-:24])=[O:23])[C@@H:17]([OH:48])[C@H:16]2[OH:49])[CH:12]=[C:11]([C:50]([NH2:52])=[O:51])[CH:10]=1.[CH:53]([C:55]1[NH:56][CH:57]=[CH:58][N:59]=1)=[CH2:54].[CH:60]1[CH:65]=[N+:64]([C@@H:66]2[O:70][C@H:69]([CH2:71][O:72][P:73]([O:76][P:77]([O:80][CH2:81][C@H:82]3[O:86][C@@H:85]([N:87]4[C:91]5[N:92]=[CH:93][N:94]=[C:95]([NH2:96])[C:90]=5[N:89]=[CH:88]4)[C@H:84]([OH:97])[C@@H:83]3[OH:98])([OH:79])=[O:78])([O-:75])=[O:74])[C@@H:68]([OH:99])[C@H:67]2[OH:100])[CH:63]=[C:62]([C:101]([NH2:103])=[O:102])[CH:61]=1.[Cl-:104].[CH:105]([N+:107]1[CH:111]=[CH:110][N:109]([CH2:112][C:113]2[CH:118]=[CH:117][CH:116]=[CH:115][CH:114]=2)[CH:108]=1)=[CH2:106].[Cl:119][CH2:120][CH2:121][OH:122]>CN(C=O)C>[CH2:1]=[CH:2][C:3]1[CH:8]=[CH:7][CH:6]=[CH:5][CH:4]=1.[CH:9]1[CH:14]=[N+:13]([C@@H:15]2[O:19][C@H:18]([CH2:20][O:21][P:22]([O:25][P:26]([O:29][CH2:30][C@H:31]3[O:35][C@@H:34]([N:36]4[C:40]5[N:41]=[CH:42][N:43]=[C:44]([NH2:45])[C:39]=5[N:38]=[CH:37]4)[C@H:33]([OH:46])[C@@H:32]3[OH:47])([OH:28])=[O:27])([O-:24])=[O:23])[C@@H:17]([OH:48])[C@H:16]2[OH:49])[CH:12]=[C:11]([C:50]([NH2:52])=[O:51])[CH:10]=1.[CH:53]([C:55]1[NH:56][CH:57]=[CH:58][N:59]=1)=[CH2:54].[CH:60]1[CH:65]=[N+:64]([C@@H:66]2[O:70][C@H:69]([CH2:71][O:72][P:73]([O:76][P:77]([O:80][CH2:81][C@H:82]3[O:86][C@@H:85]([N:87]4[C:91]5[N:92]=[CH:93][N:94]=[C:95]([NH2:96])[C:90]=5[N:89]=[CH:88]4)[C@H:84]([OH:97])[C@@H:83]3[OH:98])([OH:79])=[O:78])([O-:75])=[O:74])[C@@H:68]([OH:99])[C@H:67]2[OH:100])[CH:63]=[C:62]([C:101]([NH2:103])=[O:102])[CH:61]=1.[Cl-:119].[CH:105]([N+:107]1[CH:111]=[CH:110][N:109]([CH2:112][C:113]2[CH:118]=[CH:117][CH:116]=[CH:115][CH:114]=2)[CH:108]=1)=[CH2:106].[CH:9]1[CH:14]=[N+:13]([C@@H:15]2[O:19][C@H:18]([CH2:20][O:21][P:22]([O:25][P:26]([O:29][CH2:30][C@H:31]3[O:35][C@@H:34]([N:36]4[C:40]5[N:41]=[CH:42][N:43]=[C:44]([NH2:45])[C:39]=5[N:38]=[CH:37]4)[C@H:33]([OH:46])[C@@H:32]3[OH:47])([OH:28])=[O:27])([O-:24])=[O:23])[C@@H:17]([OH:48])[C@H:16]2[OH:49])[CH:12]=[C:11]([C:50]([NH2:52])=[O:51])[CH:10]=1.[Cl-:104].[CH:34]([N+:36]1[CH:40]=[CH:39][N:38]([CH2:120][CH2:121][OH:122])[CH:37]=1)=[CH2:33] |f:0.1.2.3.4.5,8.9.10.11.12.13.14.15.16|. Procedure details: A solution of 200 g of a 20.0 wt. % solution of styrene-co-1-vinylimidazole-co-1-vinyl-3-benzylimidazolium chloride (50/40/10) (Compound F-5) in DMF was further quaternized with 1.6 g of 2-chloroethanol by stirring and heating at 100° C. for 18 hr. The reaction mixture was cooled and the polymer precipitated into diethyl ether with rapid stirring. The flaky precipitate was washed well with diethyl ether and dried in a vacuum oven. The reactants are BrC1=C(SC=C1)C(C)=O (1-(3-bromothiophen-2-yl)ethanone), COC1=CC=C(C=C1)B(O)O (4-methoxyphenylboronic acid), C(OC)COC (dimethoxyethane), C(=O)([O-])[O-].[Na+].[Na+] (Na2CO3). Reagents/catalysts: C=1C=CC(=CC1)[P](C=2C=CC=CC2)(C=3C=CC=CC3)[Pd]([P](C=4C=CC=CC4)(C=5C=CC=CC5)C=6C=CC=CC6)([P](C=7C=CC=CC7)(C=8C=CC=CC8)C=9C=CC=CC9)[P](C=1C=CC=CC1)(C=1C=CC=CC1)C=1C=CC=CC1 (tetrakis(triphenylphosphine)palladium(0)). Solvent: O (H2O). Conditions: temperature 80 celsius. Product: COC1=CC=C(C=C1)C1=C(SC=C1)C(C)=O (1-(3-(4-methoxyphenyl)thiophen-2-yl)ethanone). Yield: 45.1%. As a reaction SMILES: Br[C:2]1[CH:6]=[CH:5][S:4][C:3]=1[C:7](=[O:9])[CH3:8].[CH3:10][O:11][C:12]1[CH:17]=[CH:16][C:15](B(O)O)=[CH:14][CH:13]=1.C(COC)OC.C([O-])([O-])=O.[Na+].[Na+]>C1C=CC([P]([Pd]([P](C2C=CC=CC=2)(C2C=CC=CC=2)C2C=CC=CC=2)([P](C2C=CC=CC=2)(C2C=CC=CC=2)C2C=CC=CC=2)[P](C2C=CC=CC=2)(C2C=CC=CC=2)C2C=CC=CC=2)(C2C=CC=CC=2)C2C=CC=CC=2)=CC=1.O>[CH3:10][O:11][C:12]1[CH:17]=[CH:16][C:15]([C:2]2[CH:6]=[CH:5][S:4][C:3]=2[C:7](=[O:9])[CH3:8])=[CH:14][CH:13]=1 |f:3.4.5,^1:36,38,57,76|. Procedure: A flask was charged with 1-(3-bromothiophen-2-yl)ethanone (1.00 g, 4.88 mmol), 4-methoxyphenylboronic acid (0.740 g, 4.88 mmol), tetrakis(triphenylphosphine)palladium(0) (0.17 g, 0.15 mmol), dimethoxyethane (50 mL), and 2 N aqueous Na2CO3 (7.3 mL) and then warmed to 80° C. for 7 h. At that time the reaction mixture was poured into H2O and extracted with EtOAc. The organic phase was separated and washed with brine, dried over Na2SO4 and concentrated in vacuo. The resulting residue was purified vi... Starting materials: ClC1=NC=CC(=N1)CC(=O)C=1C=C(C(=O)NC2=C(C=CC=C2F)F)C=CC1 (3-[(2-chloro-4-pyrimidinyl)acetyl]-N-(2,6-difluorophenyl)-benzamide), C1CC(=O)N(C1=O)Br (NBS), FC1=CC(=NC=C1)N (4-fluoro-2-pyridinamine). Run in CCOC(=O)C (EtOAc), C(=O)(O)[O-].[Na+] (NaHCO3), C(Cl)Cl (DCM). Reaction conditions: temperature 75 celsius, time 60 minute. The product is ClC1=NC=CC(=N1)C1=C(N=C2N1C=CC(=C2)F)C=2C=C(C(=O)NC1=C(C=CC=C1F)F)C=CC2 (3-[3-(2-chloro-4-pyrimidinyl)-7-fluoroimidazo[1,2-a]pyridin-2-yl]-N-(2,6-difluorophenyl)benzamide). Yield: 54.4%. As a reaction SMILES: [Cl:1][C:2]1[N:7]=[C:6]([CH2:8][C:9]([C:11]2[CH:12]=[C:13]([CH:25]=[CH:26][CH:27]=2)[C:14]([NH:16][C:17]2[C:22]([F:23])=[CH:21][CH:20]=[CH:19][C:18]=2[F:24])=[O:15])=O)[CH:5]=[CH:4][N:3]=1.C1C(=O)N(Br)C(=O)C1.[F:36][C:37]1[CH:42]=[CH:41][N:40]=[C:39]([NH2:43])[CH:38]=1>C(Cl)Cl.CCOC(C)=O.C([O-])(O)=O.[Na+]>[Cl:1][C:2]1[N:7]=[C:6]([C:8]2[N:40]3[CH:41]=[CH:42][C:37]([F:36])=[CH:38][C:39]3=[N:43][C:9]=2[C:11]2[CH:12]=[C:13]([CH:25]=[CH:26][CH:27]=2)[C:14]([NH:16][C:17]2[C:22]([F:23])=[CH:21][CH:20]=[CH:19][C:18]=2[F:24])=[O:15])[CH:5]=[CH:4][N:3]=1 |f:5.6|. Reported procedure: To a stirred solution of 3-[(2-chloro-4-pyrimidinyl)acetyl]-N-(2,6-difluorophenyl)-benzamide (Intermediate Example 1, step B) (0.6 g, 1.49 mmol) in DCM (15 mL) at rt under N2 was added NBS (0.278 g, 1.56 mmol). The reaction was stirred approximately 60 min, then concentrated under vacuum to a foam like solid. The solid was dissolved in dioxane (15 mL) and 4-fluoro-2-pyridinamine (0.5 g, 4.46 mmol) was added. The reaction was stirred under N2, heated to 75° C., and stirred for approximately 18 h,...